The task is: describe an organic reaction: reactants, conditions, products, and yield. This data is from the Open Reaction Database (ORD), a public repository of structured organic reaction records. The reactants are N(=O)N1C2=C(SC(C1)C1=CC=NC=C1)C=CC=C2 (4-nitroso-2-(pyridin-4-yl)-3,4-dihydro-2H-benzo[b][1,4]thiazine), [Cl-].[NH4+] (ammonium chloride), O (water), CC(=O)C (acetone). Reagents/catalysts: [Zn] (Zinc). Run at temperature -5 celsius, time 10 minute. The product is CC(C)=NN1C2=C(SC(C1)C1=CC=NC=C1)C=CC=C2 (N-(propan-2-ylidene)-2-(pyridin-4-yl)-2H-benzo[b][1,4]thiazin-4(3H)-amine). Reaction SMILES: [N:1]([N:3]1[CH2:8][CH:7]([C:9]2[CH:14]=[CH:13][N:12]=[CH:11][CH:10]=2)[S:6][C:5]2[CH:15]=[CH:16][CH:17]=[CH:18][C:4]1=2)=O.[Cl-].[NH4+].O.[CH3:22][C:23]([CH3:25])=O>[Zn]>[CH3:22][C:23](=[N:1][N:3]1[CH2:8][CH:7]([C:9]2[CH:14]=[CH:13][N:12]=[CH:11][CH:10]=2)[S:6][C:5]2[CH:15]=[CH:16][CH:17]=[CH:18][C:4]1=2)[CH3:25] |f:1.2|. Procedure: To a solution of 4-nitroso-2-(pyridin-4-yl)-3,4-dihydro-2H-benzo[b][1,4]thiazine (0.3 g, 0.00116 mol) in acetone (12 mL) was added saturated ammonium chloride solution (3 mL) and water (3 mL) at RT, and the resulting brown colored reaction mixture was cooled to −5° C. Zinc dust (0.15 g, 0.00233 mol) was added portionwise at the same temperature and stirred for 10 min. After completion of reaction (monitored by TLC), solvent was removed under reduced pressure and extracted with EtOAc (3×50 mL). T...